Dataset: the Open Reaction Database (ORD), a public repository of structured organic reaction records. Task: describe an organic reaction: reactants, conditions, products, and yield Reactants: ONC(=O)N (hydroxy urea), Cl (HCl), COC(CC(C)=O)OC (4,4,-dimethoxy-2-butanone). Run at temperature 2 celsius. Yields the product Cl.CC=1N=C([N+](=CC1)[O-])O (4-Methylpyrimidine-2-ol-1-oxid hydrochloride). Reaction SMILES: [OH:1][NH:2][C:3]([NH2:5])=[O:4].CO[CH:8](OC)[CH2:9][C:10](=O)[CH3:11].[ClH:15]>>[ClH:15].[CH3:11][C:10]1[N:5]=[C:3]([OH:4])[N+:2]([O-:1])=[CH:8][CH:9]=1 |f:3.4|. Reported procedure: 0.10 mol (7.61 g) hydroxy urea were dissolved in 150 ml of 1 M HCl and 0.11 mol (16.15 g, techn. 90%) of 4,4,-dimethoxy-2-butanone was added dropwise under ice cooling whereby the internal temperature was maintained at 1-3° C. The solution was thawed in an ice bath to room temperature and stirred over night, then filtered and evaporated to dryness. The residue was suspended with 100 ml of acetone, the mixture was cooled to −18° C., the solid filtered off and washed with a little ice-cold acetone... Solvent: CO (methanol). The reactants are [OH-].[Na+] (sodium hydroxide), N([C@@H](C(C)C)C(=O)N1[C@H](C(=O)NCC(=O)N[C@@H](CC(C(O)=O)OC(C)(C)C)C(=O)NCC(=O)OC)CCC1)C(=O)OC(C)(C)C (Boc-Val-Pro-Gly-Glu(γ-OBut)-Gly-OMe), IX. RXN SMILES: [OH-].[Na+].[NH:3]([C:41]([O:43][C:44]([CH3:47])([CH3:46])[CH3:45])=[O:42])[C@H:4]([C:8]([N:10]1[CH2:40][CH2:39][CH2:38][C@H:11]1[C:12]([NH:14][CH2:15][C:16]([NH:18][C@H:19]([C:30]([NH:32][CH2:33][C:34]([O:36]C)=[O:35])=[O:31])[CH2:20][CH:21]([O:25][C:26]([CH3:29])([CH3:28])[CH3:27])[C:22](=[O:24])[OH:23])=[O:17])=[O:13])=[O:9])[CH:5]([CH3:7])[CH3:6]>CO>[NH:3]([C:41]([O:43][C:44]([CH3:45])([CH3:46])[CH3:47])=[O:42])[C@H:4]([C:8]([N:10]1[CH2:40][CH2:39][CH2:38][C@H:11]1[C:12]([NH:14][CH2:15][C:16]([NH:18][C@H:19]([C:30]([NH:32][CH2:33][C:34]([OH:36])=[O:35])=[O:31])[CH2:20][CH:21]([O:25][C:26]([CH3:29])([CH3:28])[CH3:27])[C:22](=[O:23])[OH:24])=[O:17])=[O:13])=[O:9])[CH:5]([CH3:7])[CH3:6] |f:0.1|. Procedure: 1 N sodium hydroxide (3.92 mol) was added to a solution of XVIII (1.64 g, 2.61 mmol) in methanol (15 ml) and the mixture was allowed to stand for 2 h at room temperature. The reaction mixture was treated in the same manner as described for the preparation of IX. The resulting oil showed a single spot on TLC; yield 1.32 g (82%), Rf1 0.14. Run at time 2 hour. Yields the product N([C@@H](C(C)C)C(=O)N1[C@H](C(=O)NCC(=O)N[C@@H](CC(C(O)=O)OC(C)(C)C)C(=O)NCC(=O)O)CCC1)C(=O)OC(C)(C)C (Boc-Val-Pro-Gly-Glu(γ-OBut)-Gly-OH). Reported procedure: A solution of 5 g. of 1-(m-chlorophenyl)-2-imidazolidinone in 30 ml. of dimethylformamide is added at room temperature to a mixture of 1.5 g. of 50% NaH (as a mineral oil emulsion) in 30 ml. of dimethylformamide. The reaction mixture is stirred for an hour at room temperature and 4.5 g. of 3,3-dimethyl-1-(2-chloroethyl)azetidine is added thereto. The mixture is then stirred at room temperature for an additional two hours, then heated for five hours at 80°-85° C. The by-product salts are filtered... Reaction SMILES: [Cl:1][C:2]1[CH:3]=[C:4]([N:8]2[CH2:12][CH2:11][NH:10][C:9]2=[O:13])[CH:5]=[CH:6][CH:7]=1.[H-].[Na+].[CH3:16][C:17]1([CH3:24])[CH2:20][N:19]([CH2:21][CH2:22]Cl)[CH2:18]1>CN(C)C=O>[Cl:1][C:2]1[CH:3]=[C:4]([N:8]2[CH2:12][CH2:11][N:10]([CH2:22][CH2:21][N:19]3[CH2:20][C:17]([CH3:24])([CH3:16])[CH2:18]3)[C:9]2=[O:13])[CH:5]=[CH:6][CH:7]=1 |f:1.2|. Solvent: CN(C=O)C (dimethylformamide), CN(C=O)C (dimethylformamide). Starting materials: ClC=1C=C(C=CC1)N1C(NCC1)=O (1-(m-chlorophenyl)-2-imidazolidinone), [H-].[Na+] (NaH), CC1(CN(C1)CCCl)C (3,3-dimethyl-1-(2-chloroethyl)azetidine). The product is ClC=1C=C(C=CC1)N1C(N(CC1)CCN1CC(C1)(C)C)=O (1-(m-Chlorophenyl)-3-[2-(3,3-dimethylazetidin-1yl)-ethyl]-2-imidazolidinone). The reactants are BrC1=CC=CC(=N1)[C@H]([C@@H](C1=CC=CC=C1)O)NC(OC(C)(C)C)=O ((±)-tert-Butyl (1R,2R)-1-(6-bromopyridin-2-yl)-2-hydroxy-2-phenylethylcarbamate), BrC=1C=C(C=O)C=CN1 (2-bromoisonicotinaldehyde), C(C)C(C1=CC(=CC=C1)OC)(P([O-])([O-])=O)CC (diethyl-3-methoxybenzylphosphonate). As a reaction SMILES: BrC1N=C([C@@H]([NH:17][C:18](=[O:24])[O:19]C(C)(C)C)[C@H](O)C2C=CC=CC=2)C=CC=1.[Br:25][C:26]1[CH:27]=[C:28]([CH:31]=[CH:32][N:33]=1)[CH:29]=O.C([C:36](CC)(P(=O)([O-])[O-])[C:37]1[CH:42]=[CH:41][CH:40]=[C:39]([O:43][CH3:44])[CH:38]=1)C>>[Br:25][C:26]1[CH:27]=[C:28]([C@@H:29]2[C@@H:36]([C:37]3[CH:42]=[CH:41][CH:40]=[C:39]([O:43][CH3:44])[CH:38]=3)[O:24][C:18](=[O:19])[NH:17]2)[CH:31]=[CH:32][N:33]=1. Procedure details: Prepared according to the same procedure as (±)-tert-Butyl (1R,2R)-1-(6-bromopyridin-2-yl)-2-hydroxy-2-phenylethylcarbamate, starting with 2-bromoisonicotinaldehyde and diethyl-3-methoxybenzylphosphonate. 1H-NMR (CDCl3, 500 MHz) δ 8.42 (d, J=5.2 Hz, 1H), 7.48 (s, 1H), 7.37 (t, J=8.2 Hz, 1H), 7.20 (d, J=5.2 Hz, 1H), 6.98 (m, 1H), 6.86 (s, 1H), 6.71 (s, 1H), 5.18 (d, J=7.3 Hz, 1H), 4.79 (d, J=7.3 Hz, 1H), 3.84 (s, 3H); 13C NMR (126 MHz, CDCl3) δ ppm 160.4, 158.6, 151.1, 150.6, 143.3, 138.0, 130.5,... The product is BrC1=NC=CC(=C1)[C@H]1NC(O[C@@H]1C1=CC(=CC=C1)OC)=O ((±)-(4R,5R)-4-(2-Bromopyridin-4-yl)-5-(3-methoxyphenyl)oxazolidin-2-one).